This data is from the Open Reaction Database (ORD), a public repository of structured organic reaction records. The task is: describe an organic reaction: reactants, conditions, products, and yield Reactants: [N+](=O)([O-])C=1C=C(C2=CC=CC=C2C1)C(=O)OC (methyl 3-nitro-1-naphthoate). Reaction SMILES: [N+:1]([C:4]1[CH:5]=[C:6]([C:14]([O:16][CH3:17])=[O:15])[C:7]2[C:12]([CH:13]=1)=[CH:11][CH:10]=[CH:9][CH:8]=2)([O-])=O>[Pd].C(O)C.ClCCl>[NH2:1][C:4]1[CH:5]=[C:6]([C:14]([O:16][CH3:17])=[O:15])[C:7]2[C:12]([CH:13]=1)=[CH:11][CH:10]=[CH:9][CH:8]=2. Procedure: To 1.15 g (1.08 mmol) of 10% palladium on carbon was added a suspension of 11.6 g (50.0 mmol) of the above methyl 3-nitro-1-naphthoate in 150 mL of anhydrous ethanol and 40 mL of anhydrous dichloromethane. The resulting suspension was agitated under an atmosphere of hydrogen at 40 psi for 3 h during which time all solids dissolved. The reaction mixture was filtered through a plug of Celite®, which was subsequently washed with dichloromethane (300 mL). The combined filtrates were concentrated in ... Product: NC=1C=C(C2=CC=CC=C2C1)C(=O)OC (Methyl 3-amino-1-naphthoate). The solvent is C(C)O (ethanol), ClCCl (dichloromethane). The reagents and catalysts are [Pd] (palladium on carbon). Reaction conditions: time 3 hour. Starting materials: BrC1=CC=C2C=CC3=CC=CC4=CC=C1C2=C34 (1-bromopyrene), [Li]CCCC (n-BuLi), C1CCOC1 (THF), [Si](Cl)(Cl)(Cl)Cl (SiCl4). Reaction SMILES: [Li]CCCC.Br[C:7]1[C:20]2[C:21]3=[C:22]4[C:17](=[CH:18][CH:19]=2)[CH:16]=[CH:15][CH:14]=[C:13]4[CH:12]=[CH:11][C:10]3=[CH:9][CH:8]=1.C1COCC1.[Si:28](Cl)([Cl:31])([Cl:30])[Cl:29]>C1COCC1.CCOCC>[Cl:29][Si:28]([Cl:31])([Cl:30])[C:7]1[C:20]2[C:21]3=[C:22]4[C:17](=[CH:18][CH:19]=2)[CH:16]=[CH:15][CH:14]=[C:13]4[CH:12]=[CH:11][C:10]3=[CH:9][CH:8]=1 |f:4.5|. Procedure details: Under a dry nitrogen atmosphere, n-BuLi (10.6 mL, 1.6 M) in hexanes was added drop-wise to a cooled (−60° C.) solution of 1-bromopyrene (5.01 g, 0.018 mol) in THF/Et2O (1:1) (80 mL) and stirred for 2 hours at −60° C. The solution was cooled to −90° C. and a THF solution of SiCl4 (8.66 g, 0.051 mol) (10 mL) was added slowly and stirred for 24 hours at room temperature. The reaction mixture was evaporated to dryness, washed in Et2O (100 mL), and filtered to remove any unreacted 1-bromopyrene and L... The solvent is C1CCOC1.CCOCC (THF Et2O), hexanes. Product: Cl[Si](C1=CC=C2C=CC3=CC=CC4=CC=C1C2=C34)(Cl)Cl (1-trichlorosilylpyrene). Conditions: temperature -60 celsius, time 2 hour. Isolated yield 48.0%. Starting materials: NC1=CC=CC=C1 (aniline), NC=1C=C(C(=O)NC2=CC(=C(C=C2)F)F)C=CC1OC (3-amino-N-(3,4-difluoro-phenyl)-4-methoxy-benzamide). Yields the product title compound, C(C1=CC=CC=C1)(=O)N (benzamide). Yield: 32.6%. RXN SMILES: NC1C=CC=CC=1.N[C:9]1[CH:10]=[C:11]([CH:23]=[CH:24][C:25]=1OC)[C:12]([NH:14]C1C=CC(F)=C(F)C=1)=[O:13]>>[C:12]([NH2:14])(=[O:13])[C:11]1[CH:23]=[CH:24][CH:25]=[CH:9][CH:10]=1. Reported procedure: The title compound was synthesized in the same manner as Example 1 using aniline (0.59 g, 6.4 mmol), CSI (0.67 mL, 7.7 mmol), and 3-amino-N-(3,4-difluoro-phenyl)-4-methoxy-benzamide (1.19 g, 4.3 mmol) to give 0.17 g of pure benzamide, N-(3,4-difluorophenyl)-4-methoxy-3-[[[[(phenylamino)carbonyl]amino]sulfonyl]amino]-. Microanalysis: C21H18F2N4O5S; calculated: C=52.94; H=3.81; N=11.76. found: C=52.70; H=4.04; N=11.51. MS: M++1=477 Da. The reactants are N1=CC=C(C=C1)C1=NNC2=CC=C(C=C12)N1N=C(C=C1)C1CN(CCC1)C(=O)OC(C)(C)C (tert-butyl 3-(1-(3-(pyridin-4-yl)-1H-indazol-5-yl)-1H-pyrazol-3-yl)piperidine-1-carboxylate), FC1=C(C=O)C(=CC=C1)OC (2-fluoro-6-methoxybenzaldehyde), C(C)(=O)O[BH-](OC(C)=O)OC(C)=O.[Na+] (sodium triacetoxyborohydride). Solvent: C1CCOC1 (THF). Reaction conditions: time 3 hour. Product: FC1=C(CN2CC(CCC2)C2=NN(C=C2)C=2C=C3C(=NNC3=CC2)C2=CC=NC=C2)C(=CC=C1)OC (5-(3-(1-(2-fluoro-6-methoxybenzyl)piperidin-3-yl)-1H-pyrazol-1-yl)-3-(pyridin-4-yl)-1H-indazole). Yield: 85.2%. Reaction SMILES: [N:1]1[CH:6]=[CH:5][C:4]([C:7]2[C:15]3[C:10](=[CH:11][CH:12]=[C:13]([N:16]4[CH:20]=[CH:19][C:18]([CH:21]5[CH2:26][CH2:25][CH2:24][N:23]([C:27](OC(C)(C)C)=O)[CH2:22]5)=[N:17]4)[CH:14]=3)[NH:9][N:8]=2)=[CH:3][CH:2]=1.[F:34][C:35]1[CH:42]=[CH:41][CH:40]=[C:39]([O:43][CH3:44])[C:36]=1C=O.C(O[BH-](OC(=O)C)OC(=O)C)(=O)C.[Na+]>C1COCC1>[F:34][C:35]1[CH:42]=[CH:41][CH:40]=[C:39]([O:43][CH3:44])[C:36]=1[CH2:27][N:23]1[CH2:24][CH2:25][CH2:26][CH:21]([C:18]2[CH:19]=[CH:20][N:16]([C:13]3[CH:14]=[C:15]4[C:10](=[CH:11][CH:12]=3)[NH:9][N:8]=[C:7]4[C:4]3[CH:3]=[CH:2][N:1]=[CH:6][CH:5]=3)[N:17]=2)[CH2:22]1 |f:2.3|. Reported procedure: To tert-butyl 3-(1-(3-(pyridin-4-yl)-1H-indazol-5-yl)-1H-pyrazol-3-yl)piperidine-1-carboxylate (30 mg, 0.09 mmol) in THF (2 mL) were added 2-fluoro-6-methoxybenzaldehyde (20 mg, 0.13 mmol) and sodium triacetoxyborohydride (30 mg, 0.14 mmol). After 3 h, the reaction mixture was quenched with saturated NaHCO3 and extracted with EtOAc. After concentration, crude mixture was column purified with mixture of methanol, dichloromethane and ammonia to give 5-(3-(1-(2-fluoro-6-methoxybenzyl)piperidin-3-yl... Starting materials: C(Cl)Cl (methylene chloride), S(=O)(=O)(C1=CC=C(C)C=C1)N[C@@H](CC1=CNC=N1)C(=O)O (tosyl-L-histidine), Cl.C(C1=CC=CC=C1)OC([C@H]1NCCC1)=O (L-proline benzyl ester hydrochloride), resultant mixture, C1CCC(CC1)N=C=NC2CCCCC2 (DCC). Run in C(C)N(CC)CC (triethylamine). Reaction conditions: time 8 hour. Yields the product C(C1=CC=CC=C1)OC([C@H]1N(CCC1)C([C@@H](NS(=O)(=O)C1=CC=C(C)C=C1)CC1=CNC=N1)=O)=O (tosyl-L-histidyl-L-proline benzyl ester). As a reaction SMILES: C(Cl)Cl.[S:4]([NH:14][C@H:15]([C:22]([OH:24])=O)[CH2:16][C:17]1[N:21]=[CH:20][NH:19][CH:18]=1)([C:7]1[CH:13]=[CH:12][C:10]([CH3:11])=[CH:9][CH:8]=1)(=[O:6])=[O:5].Cl.[CH2:26]([O:33][C:34](=[O:40])[C@@H:35]1[CH2:39][CH2:38][CH2:37][NH:36]1)[C:27]1[CH:32]=[CH:31][CH:30]=[CH:29][CH:28]=1.C1CCC(N=C=NC2CCCCC2)CC1>C(N(CC)CC)C>[CH2:26]([O:33][C:34](=[O:40])[C@@H:35]1[CH2:39][CH2:38][CH2:37][N:36]1[C:22](=[O:24])[C@H:15]([CH2:16][C:17]1[N:21]=[CH:20][NH:19][CH:18]=1)[NH:14][S:4]([C:7]1[CH:8]=[CH:9][C:10]([CH3:11])=[CH:12][CH:13]=1)(=[O:5])=[O:6])[C:27]1[CH:28]=[CH:29][CH:30]=[CH:31][CH:32]=1 |f:2.3|. Reported procedure: To 100 ml of desiccated methylene chloride were added 10 g of Nα -t-butyloxycarbonyl-Nim -tosyl-L-histidine (47) and 6.50 g of L-proline benzyl ester hydrochloride and the mixture was cooled in an ice bath. After adding thereto 2.72 g of triethylamine, 6.05 g of DCC was further added to the mixture and the resultant mixture was stirred for 30 minutes in an ice-bath and stirred overnight at room temperature. Insoluble matters were filtered off and the filtrate was concentrated. The residue thus f... The reactants are Cc1ccccc1, OC1(c2ccc(Cl)s2)CCCCC1, Cc1ccc(S(=O)(=O)O)cc1. The product is Clc1ccc(C2=CCCCC2)s1. RXN SMILES: [CH3:25][c:26]1[cH:27][cH:28][cH:29][cH:30][cH:31]1.[Cl:1][c:2]1[cH:3][cH:4][c:5]([C:7]2([OH:13])[CH2:8][CH2:9][CH2:10][CH2:11][CH2:12]2)[s:6]1.[c:14]1([CH3:15])[cH:16][cH:17][c:18]([S:19]([OH:20])(=[O:21])=[O:22])[cH:23][cH:24]1>>[Cl:1][c:2]1[cH:3][cH:4][c:5]([C:7]2=[CH:8][CH2:9][CH2:10][CH2:11][CH2:12]2)[s:6]1. Starting materials: COC(=O)c1cc2c(OCc3ccccc3)cc(OC)cc2[nH]1, CC(C)=O, CO, [Na+], [OH-]. Product: COc1cc(OCc2ccccc2)c2cc(C(=O)O)[nH]c2c1. As a reaction SMILES: [CH2:1]([c:2]1[cH:3][cH:4][cH:5][cH:6][cH:7]1)[O:8][c:9]1[c:10]2[cH:11][c:12]([C:20](=[O:21])[O:22][CH3:23])[nH:13][c:14]2[cH:15][c:16]([O:18][CH3:19])[cH:17]1.[CH3:26][C:27](=[O:28])[CH3:29].[CH3:30][OH:31].[Na+:25].[OH-:24]>>[CH2:1]([c:2]1[cH:3][cH:4][cH:5][cH:6][cH:7]1)[O:8][c:9]1[c:10]2[cH:11][c:12]([C:20](=[O:21])[OH:22])[nH:13][c:14]2[cH:15][c:16]([O:18][CH3:19])[cH:17]1.